Dataset: the Open Reaction Database (ORD), a public repository of structured organic reaction records. Task: describe an organic reaction: reactants, conditions, products, and yield The reactants are COC(OC)N(C)C, Cc1ccccc1, CC(C)(C)C(=O)Cc1ccc(Cl)cc1. Yields the product CN(C)C=C(C(=O)C(C)(C)C)c1ccc(Cl)cc1. RXN SMILES: [CH3:15][O:16][CH:17]([N:18]([CH3:19])[CH3:20])[O:21][CH3:22].[CH3:23][c:24]1[cH:25][cH:26][cH:27][cH:28][cH:29]1.[Cl:1][c:2]1[cH:3][cH:4][c:5]([CH2:8][C:9]([C:10]([CH3:11])([CH3:12])[CH3:13])=[O:14])[cH:6][cH:7]1>>[Cl:1][c:2]1[cH:3][cH:4][c:5]([C:8]([C:9]([C:10]([CH3:11])([CH3:12])[CH3:13])=[O:14])=[CH:17][N:18]([CH3:19])[CH3:20])[cH:6][cH:7]1. The reactants are CCO, Cl, [K+], [OH-], O, CCOC(=O)c1cnn2c(-c3cccnc3)ccnc12. Yields the product O=C(O)c1cnn2c(-c3cccnc3)ccnc12. Reaction SMILES: [CH2:25]([OH:26])[CH3:27].[ClH:23].[K+:22].[OH-:21].[OH2:24].[n:1]1[cH:2][c:3](-[c:7]2[cH:8][cH:9][n:10][c:11]3[n:12]2[n:13][cH:14][c:15]3[C:16](=[O:17])[O:18][CH2:19][CH3:20])[cH:4][cH:5][cH:6]1>>[n:1]1[cH:2][c:3](-[c:7]2[cH:8][cH:9][n:10][c:11]3[n:12]2[n:13][cH:14][c:15]3[C:16](=[O:17])[OH:18])[cH:4][cH:5][cH:6]1. Starting materials: C(CCCC)C1OCC2=C(O1)C=CC(=C2)C=O (2-pentyl-1,3-benzodioxan-6-carboxaldehyde), C([O-])([O-])=O.[K+].[K+] (potassium carbonate), O1CCOCC1 (dioxan). The reagents and catalysts are [Br-].C(C)[P+](C1=CC=CC=C1)(C1=CC=CC=C1)C1=CC=CC=C1 (ethyltriphenylphosphonium bromide). Product: C(CCCC)C1OCC2=C(O1)C=CC(=C2)C=CC (2-pentyl-6-propenyl-1,3-benzodioxan). Reaction SMILES: [CH2:1]([CH:6]1[O:11][C:10]2[CH:12]=[CH:13][C:14]([CH:16]=O)=[CH:15][C:9]=2[CH2:8][O:7]1)[CH2:2][CH2:3][CH2:4][CH3:5].C(=O)([O-])[O-].[K+].[K+].O1CCO[CH2:26][CH2:25]1>[Br-].C([P+](C1C=CC=CC=1)(C1C=CC=CC=1)C1C=CC=CC=1)C>[CH2:1]([CH:6]1[O:11][C:10]2[CH:12]=[CH:13][C:14]([CH:16]=[CH:25][CH3:26])=[CH:15][C:9]=2[CH2:8][O:7]1)[CH2:2][CH2:3][CH2:4][CH3:5] |f:1.2.3,5.6|. Procedure details: A mixture of 4.8 g of 2-pentyl-1,3-benzodioxan-6-carboxaldehyde, 100 ml of dioxan, 5 g of finely powdered potassium carbonate and 11.5 g of ethyltriphenylphosphonium bromide is heated to boiling under reflux for 24 hours. The inorganic salts are filtered off and back-washed with dioxan and the filtrate is evaporated. The residue is stirred up with hexane. Insoluble triphenylphosphine oxide is filtered off and the filtrate is evaporated. The residue is distilled at 210° C./11 mmHg in a bulb-tube.... The reactants are [H-], O=C(c1ccc(F)cc1)c1c(-c2ccc(OCCN3CCCC3)cc2)sc2ccccc12, [Na+], CN(C)C=O, O=C1CCCN1CCO. Product: O=C(c1ccc(OCCN2CCCC2=O)cc1)c1c(-c2ccc(OCCN3CCCC3)cc2)sc2ccccc12. Reaction SMILES: [H-:1].[N:12]1([CH2:17][CH2:18][O:19][c:20]2[cH:21][cH:22][c:23](-[c:26]3[c:27]([C:35](=[O:36])[c:37]4[cH:38][cH:39][c:40]([F:43])[cH:41][cH:42]4)[c:28]4[c:29]([s:30]3)[cH:31][cH:32][cH:33][cH:34]4)[cH:24][cH:25]2)[CH2:13][CH2:14][CH2:15][CH2:16]1.[Na+:2].[O:44]=[CH:45][N:46]([CH3:47])[CH3:48].[OH:3][CH2:4][CH2:5][N:6]1[C:7](=[O:11])[CH2:8][CH2:9][CH2:10]1>>[O:3]([CH2:4][CH2:5][N:6]1[C:7](=[O:11])[CH2:8][CH2:9][CH2:10]1)[c:40]1[cH:39][cH:38][c:37]([C:35]([c:27]2[c:26](-[c:23]3[cH:22][cH:21][c:20]([O:19][CH2:18][CH2:17][N:12]4[CH2:13][CH2:14][CH2:15][CH2:16]4)[cH:25][cH:24]3)[s:30][c:29]3[c:28]2[cH:34][cH:33][cH:32][cH:31]3)=[O:36])[cH:42][cH:41]1.